Dataset: the Open Reaction Database (ORD), a public repository of structured organic reaction records. Task: describe an organic reaction: reactants, conditions, products, and yield Reactants: CC(C(=O)OC)C(=O)C1=CC=C(C=C1)Cl (methyl 2-methyl-3-(4-chlorophenyl)-3-keto-propanoate), Cl (HCl), C=O (paraformaldehyde), N1=CC=CC=C1 (pyridine). Solvent: CO (MeOH), CCOCC (ether). Conditions: temperature 50 celsius. Yields the product CC(C(=O)OC)(C(=O)C1=CC=C(C=C1)Cl)CO (methyl 2-methyl-2-hydroxymethyl-3-(4-chlorophenyl)-3-keto-propanoate). The yield is 98.1%. RXN SMILES: [CH3:1][CH:2]([C:7]([C:9]1[CH:14]=[CH:13][C:12]([Cl:15])=[CH:11][CH:10]=1)=[O:8])[C:3]([O:5][CH3:6])=[O:4].[CH2:16]=[O:17].N1C=CC=CC=1.Cl>CO.CCOCC>[CH3:1][C:2]([CH2:16][OH:17])([C:7]([C:9]1[CH:10]=[CH:11][C:12]([Cl:15])=[CH:13][CH:14]=1)=[O:8])[C:3]([O:5][CH3:6])=[O:4]. Procedure: Into a 5 liter RBF is placed 1000 g (4.37 mole) of methyl 2-methyl-3-(4-chlorophenyl)-3-keto-propanoate, 157 g (5.25 mole) of paraformaldehyde, 1000 ml of pyridine, and 50 g of Triton B (40% in MeOH). The resulting mixture was heated 50° C. for 2 hours. After cooling to room temperature, the reaction mixture was transferred to a 12 liter separatory funnel and 1.5 liters of ether and 2 kgs of ice are added. The mixture is slowly acidified by 1.0 liters of conc HCl and the organic phase is separat...